describe an organic reaction: reactants, conditions, products, and yield From a dataset of the Open Reaction Database (ORD), a public repository of structured organic reaction records. Starting materials: CS(=O)C (DMSO), NC1=CC(=C(C(=O)N)C=C1)F (4-amino-2-fluorobenzamide), FC(C(=O)O)(F)F (trifluoroacetic acid), ClC1=NC=C(C(=N1)NCC=1C(=NC=CC1)N(S(=O)(=O)C)C)C(F)(F)F (N-(3-((2-chloro-5-(trifluoromethyl)pyrimidin-4-ylamino)methyl)pyridin-2-yl)-N-methylmethanesulfonamide). Run in CC(C)O (2-propanol). Run at temperature 100 celsius, time 20 hour. The product is C(=O)O.FC1=C(C(=O)N)C=CC(=C1)NC1=NC=C(C(=N1)NCC=1C(=NC=CC1)N(S(=O)(=O)C)C)C(F)(F)F (2-fluoro-4-({4-[({2-[methyl(methylsulfonyl)amino]pyridin-3-yl}methyl)amino]-5-(trifluoromethyl)pyrimidin-2-yl}amino)benzamide formic acid salt). RXN SMILES: [NH2:1][C:2]1[CH:10]=[CH:9][C:5]([C:6]([NH2:8])=[O:7])=[C:4]([F:11])[CH:3]=1.Cl[C:13]1[N:18]=[C:17]([NH:19][CH2:20][C:21]2[C:22]([N:27]([CH3:32])[S:28]([CH3:31])(=[O:30])=[O:29])=[N:23][CH:24]=[CH:25][CH:26]=2)[C:16]([C:33]([F:36])([F:35])[F:34])=[CH:15][N:14]=1.FC(F)(F)[C:39]([OH:41])=[O:40].CS(C)=O>CC(O)C>[CH:39]([OH:41])=[O:40].[F:11][C:4]1[CH:3]=[C:2]([NH:1][C:13]2[N:18]=[C:17]([NH:19][CH2:20][C:21]3[C:22]([N:27]([CH3:32])[S:28]([CH3:31])(=[O:30])=[O:29])=[N:23][CH:24]=[CH:25][CH:26]=3)[C:16]([C:33]([F:34])([F:36])[F:35])=[CH:15][N:14]=2)[CH:10]=[CH:9][C:5]=1[C:6]([NH2:8])=[O:7] |f:5.6|. Reported procedure: A mixture of 4-amino-2-fluorobenzamide (1.5 eq., 189 μM) in 2-propanol (1.0 mL) was treated with C9 (1 equiv., 130 uM) followed by trifluoroacetic acid (2.7 equiv., 341 μM) and stirred in a sealed vial at 100° C. for about 20 hours. The mixture was then cooled to 25° C., treated with DMSO, filtered, and purified on a Shimadzu using a reverse phase Symmetry C-8 column and eluting with 20-80% B for 10min at 40 ml/min (A:0.1% formic acid in water, B: 0.1% formic acid in acetonitrile to provide the ...